From a dataset of the Open Reaction Database (ORD), a public repository of structured organic reaction records. describe an organic reaction: reactants, conditions, products, and yield The reactants are [N+](=O)([O-])C1=CC=CC=2C(C=C(OC21)C2=NN=NN2)=O (8-nitro-4-oxo-2-(5-1H-tetrazolyl)-4H-1-benzopyran), C(Cl)(Cl)Cl (chloroform), Cl (hydrochloric acid). The reagents and catalysts are [Pd] (palladium-on-charcoal). Solvent: CO (methanol). Reaction conditions: time 4 hour. The product is Cl (hydrochloride), NC1=CC=CC=2C(C=C(OC21)C2=NN=NN2)=O (8-Amino-4-oxo-2-(5-1H-tetrazolyl)-4H-1-benzopyran). RXN SMILES: [N+:1]([C:4]1[C:13]2[O:12][C:11]([C:14]3[NH:18][N:17]=[N:16][N:15]=3)=[CH:10][C:9](=[O:19])[C:8]=2[CH:7]=[CH:6][CH:5]=1)([O-])=O.C(Cl)(Cl)[Cl:21].Cl>CO.[Pd]>[ClH:21].[NH2:1][C:4]1[C:13]2[O:12][C:11]([C:14]3[NH:18][N:17]=[N:16][N:15]=3)=[CH:10][C:9](=[O:19])[C:8]=2[CH:7]=[CH:6][CH:5]=1. Procedure details: Following the process described in example 1 (point B), by hydrogenating for 4 h 8-nitro-4-oxo-2-(5-1H-tetrazolyl)-4H-1-benzopyran (0.896 g, 3.46 mmol) with 5% palladium-on-charcoal (91 mg) in a mixture of methanol (65 ml), chloroform (20 ml) and concentrated hydrochloric acid (2 ml), the title compound was prepared as its corresponding hydrochloride (quantitative yield). The reactants are CN1C(NC(C=2NC=NC12)=O)=O (3-methylxanthine), [Na] (sodium). The solvent is C(C)O (ethanol). Product: [Na].CN1C(NC(C=2NC=NC12)=O)=O (3-methylxanthine sodium salt). As a reaction SMILES: [CH3:1][N:2]1[C:10]2[N:9]=[CH:8][NH:7][C:6]=2[C:5](=[O:11])[NH:4][C:3]1=[O:12].[Na:13]>C(O)C>[Na:13].[CH3:1][N:2]1[C:10]2[N:9]=[CH:8][NH:7][C:6]=2[C:5](=[O:11])[NH:4][C:3]1=[O:12] |f:3.4,^1:12,16|. Reported procedure: 20,8 g pulverized 3-methylxanthine was added in portions to a freshly prepared solution of 2,86 g sodium in 125 ml absolute ethanol and heated under reflux to give the 3-methylxanthine sodium salt. 17,3 g chloroacetone in 125 ml absolute ethanol was then added dropwise, and the reaction mixture was heated under reflux for four hours. After cooling, the precipitate was filtered off and then dissolved in dilute aqueous sodium hydroxide solution. Starting materials: CC(C)(C)[Si](OCCOCC(Oc1ncnc2c1cnn2-c1ccccc1Cl)C(=O)Nc1ccccn1)(c1ccccc1)c1ccccc1, CCCC[N+](CCCC)(CCCC)CCCC, [F-], C1CCOC1. Product: O=C(Nc1ccccn1)C(COCCO)Oc1ncnc2c1cnn2-c1ccccc1Cl. RXN SMILES: [C:19]([Si:20]([c:21]1[cH:22][cH:23][cH:56][cH:57][cH:58]1)([O:24][CH2:25][CH2:26][O:27][CH2:28][CH:29]([C:30](=[O:31])[NH:32][c:33]1[n:34][cH:35][cH:36][cH:37][cH:38]1)[O:39][c:40]1[c:41]2[c:42]([n:43][cH:44][n:45]1)[n:46](-[c:49]1[c:50]([Cl:55])[cH:51][cH:52][cH:53][cH:54]1)[n:47][cH:48]2)[c:59]1[cH:60][cH:61][cH:62][cH:63][cH:64]1)([CH3:65])([CH3:66])[CH3:67].[CH3:2][CH2:3][CH2:4][CH2:5][N+:6]([CH2:7][CH2:8][CH2:9][CH3:10])([CH2:11][CH2:12][CH2:13][CH3:14])[CH2:15][CH2:16][CH2:17][CH3:18].[F-:1].[O:68]1[CH2:69][CH2:70][CH2:71][CH2:72]1>>[OH:24][CH2:25][CH2:26][O:27][CH2:28][CH:29]([C:30](=[O:31])[NH:32][c:33]1[n:34][cH:35][cH:36][cH:37][cH:38]1)[O:39][c:40]1[c:41]2[c:42]([n:43][cH:44][n:45]1)[n:46](-[c:49]1[c:50]([Cl:55])[cH:51][cH:52][cH:53][cH:54]1)[n:47][cH:48]2. Reactants: solution, Cl (HCl), C(C)(C)(C)OC(=O)N1CCN(CC1)C1=CC=C(C=C1)NC(=O)C=1C=2N=CC=NC2C(=CC1)C1=C(C(=CC(=C1Cl)OC)OC)Cl (4-(4-{[8-(2,6-dichloro-3,5-dimethoxy-phenyl)-quinoxaline-5-carbonyl]-amino}-phenyl)-piperazine-1-carboxylic acid tert-butyl ester). The solvent is O1CCOCC1 (dioxane), C(Cl)Cl (DCM), O (H2O). Yields the product N1(CCNCC1)C1=CC=C(C=C1)NC(=O)C=1C=2N=CC=NC2C(=CC1)C1=C(C(=CC(=C1Cl)OC)OC)Cl (8-(2,6-Dichloro-3,5-dimethoxy-phenyl)-quinoxaline-5-carboxylic acid (4-piperazin-1-yl-phenyl)-amide). Yield: 80.2%. Reaction SMILES: C(OC([N:8]1[CH2:13][CH2:12][N:11]([C:14]2[CH:19]=[CH:18][C:17]([NH:20][C:21]([C:23]3[C:24]4[N:25]=[CH:26][CH:27]=[N:28][C:29]=4[C:30]([C:33]4[C:38]([Cl:39])=[C:37]([O:40][CH3:41])[CH:36]=[C:35]([O:42][CH3:43])[C:34]=4[Cl:44])=[CH:31][CH:32]=3)=[O:22])=[CH:16][CH:15]=2)[CH2:10][CH2:9]1)=O)(C)(C)C.Cl>O1CCOCC1.C(Cl)Cl.O>[N:11]1([C:14]2[CH:15]=[CH:16][C:17]([NH:20][C:21]([C:23]3[C:24]4[N:25]=[CH:26][CH:27]=[N:28][C:29]=4[C:30]([C:33]4[C:38]([Cl:39])=[C:37]([O:40][CH3:41])[CH:36]=[C:35]([O:42][CH3:43])[C:34]=4[Cl:44])=[CH:31][CH:32]=3)=[O:22])=[CH:18][CH:19]=2)[CH2:12][CH2:13][NH:8][CH2:9][CH2:10]1. Procedure details: A mixture of 4-(4-{[8-(2,6-dichloro-3,5-dimethoxy-phenyl)-quinoxaline-5-carbonyl]-amino}-phenyl)-piperazine-1-carboxylic acid tert-butyl ester (Step 8.1) (137 mg, 0.22 mmol) and a 4 N solution of HCl in dioxane (5 mL) was stirred for 1 h at rt. The reaction mixture was diluted with DCM and H2O. The aqueous layer was separated and extracted with DCM. The organic phase was washed with H2O and brine, dried (Na2SO4), filtered and concentrated. The residue was triturated in Et2O to afford 95 mg of th... The reactants are P(=O)(Cl)(Cl)Cl (phosphorous oxychloride), CCCCCC (n-hexane), 1-toluene hexane, CC1=NOC(=N1)CC(=O)O (3-methyl-1,2,4-oxadiazol-5-yl-acetic acid), C(C1=CC=CC=C1)O (benzyl alcohol). The solvent is C1(=CC=CC=C1)C.CCCCCC (toluene hexane), CCCCCC.C1(=CC=CC=C1)C (hexane toluene), C1(=CC=CC=C1)C (toluene), C1(=CC=CC=C1)C.C(C)OCC (toluene diethyl ether). Conditions: temperature 40 celsius, time 5 hour. The product is CC1=NOC(=N1)CC(=O)OCC1=CC=CC=C1 (benzyl 3-methyl-1,2,4-oxadiazol-5-yl-acetate). Yield: 46.7%. RXN SMILES: P(Cl)(Cl)(Cl)=O.[CH3:6][C:7]1[N:11]=[C:10]([CH2:12][C:13]([OH:15])=[O:14])[O:9][N:8]=1.[CH2:16](O)[C:17]1[CH:22]=[CH:21][CH:20]=[CH:19][CH:18]=1.CCCCCC>C1(C)C=CC=CC=1.C(OCC)C.C1(C)C=CC=CC=1.C1(C)C=CC=CC=1.CCCCCC>[CH3:6][C:7]1[N:11]=[C:10]([CH2:12][C:13]([O:15][CH2:16][C:17]2[CH:22]=[CH:21][CH:20]=[CH:19][CH:18]=2)=[O:14])[O:9][N:8]=1 |f:4.5,7.8|. Procedure details: Using the procedure of Example 17, 8 g of phosphorous oxychloride were slowly added to a mixture of 8 g of 3-methyl-1,2,4-oxadiazol-5-yl-acetic acid and 6.2 g of dry benzyl alcohol with the rate of addition adjusted to a reaction temperature of 40°-45° C. The resulting reaction mixture was stirred for 5 hours at 40° C. and then was treated in the usual manner. The obtained yellow oil was submitted to column chromatography over silica employing as eluents n-hexane and 3:1 hexane-toluene-, 1:1-tol...